The task is: describe an organic reaction: reactants, conditions, products, and yield. This data is from the Open Reaction Database (ORD), a public repository of structured organic reaction records. Reactants: CN(C1CCC=2NC3=CC(=CC(=C3C2C1)C)C)C (3-(dimethylamino)-5,7-dimethyl-1,2,3,4-tetrahydrocarbazole), Cl.CN(C1CCC=2N(C3=CC(=CC(=C3C2C1)C)C)C)C (3-(dimethylamino)-5,7,9-trimethyl-1,2,3,4-tetrahydrocarbazole hydrochloride), [H-].[Na+] (sodium hydride), CI (methyl iodide). Solvent: CN(C=O)C (dimethylformamide). Product: CN(C1CCC=2N(C3=CC(=CC(=C3C2C1)C)C)C)C (3-(Dimethylamino)-5,7,9-trimethyl-1,2,3,4-tetrahydrocarbazole). As a reaction SMILES: CN(C)C1CC2C3C(=CC(C)=CC=3C)NC=2CC1.[H-].[Na+].CI.Cl.[CH3:24][N:25]([CH3:42])[CH:26]1[CH2:38][C:37]2[C:36]3[C:31](=[CH:32][C:33]([CH3:40])=[CH:34][C:35]=3[CH3:39])[N:30]([CH3:41])[C:29]=2[CH2:28][CH2:27]1>CN(C)C=O>[CH3:42][N:25]([CH3:24])[CH:26]1[CH2:38][C:37]2[C:36]3[C:31](=[CH:32][C:33]([CH3:40])=[CH:34][C:35]=3[CH3:39])[N:30]([CH3:41])[C:29]=2[CH2:28][CH2:27]1 |f:1.2,4.5|. Procedure: Following a procedure similar to that described in Example 253 and using 10.3 g. of 3-(dimethylamino)-5,7-dimethyl-1,2,3,4-tetrahydrocarbazole (Example 221), 7.02 g. of sodium hydride, 6.65 g. of methyl iodide, and 70 ml. of dimethylformamide there was obtained 5.4 g. of 3-(dimethylamino)-5,7,9-trimethyl-1,2,3,4-tetrahydrocarbazole hydrochloride, m.p. 320°-322° C.